Dataset: the Open Reaction Database (ORD), a public repository of structured organic reaction records. Task: describe an organic reaction: reactants, conditions, products, and yield Starting materials: [Br-], CC(C)C[Mg+], C1CCOC1, O=Cc1ccc2c(cnn2-c2ccc(F)cc2)c1. The product is CC(C)CC(O)c1ccc2c(cnn2-c2ccc(F)cc2)c1. Reaction SMILES: [Br-:19].[CH2:20]([CH:21]([CH3:22])[CH3:23])[Mg+:24].[CH2:25]1[O:26][CH2:27][CH2:28][CH2:29]1.[F:1][c:2]1[cH:3][cH:4][c:5](-[n:8]2[n:9][cH:10][c:11]3[cH:12][c:13]([CH:17]=[O:18])[cH:14][cH:15][c:16]23)[cH:6][cH:7]1>>[F:1][c:2]1[cH:3][cH:4][c:5](-[n:8]2[n:9][cH:10][c:11]3[cH:12][c:13]([CH:17]([OH:18])[CH2:20][CH:21]([CH3:22])[CH3:23])[cH:14][cH:15][c:16]23)[cH:6][cH:7]1. Reactants: O1C(CCCC1)OCC#C (3-(2-tetrahydropyranyloxy)-1-propyne), cuprous cyanide, [Mg] (magnesium), C(C)Br (ethyl bromide), BrC\C=C\CCC (1-bromo-trans-2-hexene). The solvent is Cl (hydrochloric acid), O1CCCC1 (tetrahydrofuran), O1CCCC1 (tetrahydrofuran), O1CCCC1 (tetrahydrofuran). The product is O1C(CCCC1)OCC#CC\C=C\CCC (1-(2-tetrahydropyranyloxy)-trans-5-nonen-2-yne). Isolated yield 73.3%. As a reaction SMILES: [Mg].C(Br)C.[O:5]1[CH2:10][CH2:9][CH2:8][CH2:7][CH:6]1[O:11][CH2:12][C:13]#[CH:14].Br[CH2:16]/[CH:17]=[CH:18]/[CH2:19][CH2:20][CH3:21]>O1CCCC1.Cl>[O:5]1[CH2:10][CH2:9][CH2:8][CH2:7][CH:6]1[O:11][CH2:12][C:13]#[C:14][CH2:16]/[CH:17]=[CH:18]/[CH2:19][CH2:20][CH3:21]. Procedure: To a solution of magnesium metal (8.6 g) in dry tetrahydrofuran (100 ml) was added dropwise ethyl bromide (39 g) in a nitrogen atmosphere at ambient temperature. After the mixture was stirred for an hour at the same temperature, to the mixture was added dropwise a solution of 3-(2-tetrahydropyranyloxy)-1-propyne (50 g) in dry tetrahydrofuran (75 ml) and cuprous cyanide (20 mg). The reaction mixture was stirred for 30 minutes at ambient temperature. To the mixture was added with stirring a soluti... The reactants are FC1=CC=C(C=C1)[C@]1(CCN(C(O1)=O)[C@@H](C)C1=CC=C(C=C1)C1=NNC(C=C1)=O)CCCO ((R)-6-(4-fluorophenyl)-6-(3-hydroxypropyl)-3-((S)-1-(4-(6-oxo-1,6-dihydropyridazin-3-yl)phenyl)ethyl)-1,3-oxazinan-2-one), Ii, CC(C)(C)[Si](C)(C)Cl (TBSCl), [H-].[Na+] (NaH), CI (MeI), [N+](CC)(CC)(CC)CC.[F-] (Et4NF). The product is FC1=CC=C(C=C1)[C@]1(CCN(C(O1)=O)[C@@H](C)C1=CC=C(C=C1)C1=NN(C(C=C1)=O)C)CCCO ((R)-6-(4-fluorophenyl)-6-(3-hydroxypropyl)-3-((S)-1-(4-(1-methyl-6-oxo-1,6-dihydropyridazin-3-yl)phenyl)ethyl)-1,3-oxazinan-2-one). As a reaction SMILES: [F:1][C:2]1[CH:7]=[CH:6][C:5]([C@:8]2([CH2:30][CH2:31][CH2:32][OH:33])[O:13][C:12](=[O:14])[N:11]([C@H:15]([C:17]3[CH:22]=[CH:21][C:20]([C:23]4[CH:28]=[CH:27][C:26](=[O:29])[NH:25][N:24]=4)=[CH:19][CH:18]=3)[CH3:16])[CH2:10][CH2:9]2)=[CH:4][CH:3]=1.[CH3:34]C([Si](Cl)(C)C)(C)C.[H-].[Na+].CI.[N+](CC)(CC)(CC)CC.[F-]>>[F:1][C:2]1[CH:3]=[CH:4][C:5]([C@:8]2([CH2:30][CH2:31][CH2:32][OH:33])[O:13][C:12](=[O:14])[N:11]([C@H:15]([C:17]3[CH:22]=[CH:21][C:20]([C:23]4[CH:28]=[CH:27][C:26](=[O:29])[N:25]([CH3:34])[N:24]=4)=[CH:19][CH:18]=3)[CH3:16])[CH2:10][CH2:9]2)=[CH:6][CH:7]=1 |f:2.3,5.6|. Procedure details: The title compound was prepared from (R)-6-(4-fluorophenyl)-6-(3-hydroxypropyl)-3-((S)-1-(4-(6-oxo-1,6-dihydropyridazin-3-yl)phenyl)ethyl)-1,3-oxazinan-2-one by treatment with Ii) TBSCl, (ii) NaH, MeI and (iii) Et4NF. LC-MS Method 2 tR=1.111, m/z=488; 1H NMR (CDCl3) 1.27-1.40 (m, 1H), 1.49 (d, 3H), 1.64 (m, 1H), 1.85-1.99 (m, 3H), 2.10-2.33 (m, 4H), 2.89 (m, 1H), 3.51 (t, 2H), 3.80 (s, 3H), 5.68 (m, 1H), 6.90-7.02 (m, 5H), 7.18 (m, 2H), 7.21 (m, 1H), 7.48 (d, 2H), 7.52 (d, 1H). Starting materials: BrC=1C=C(C(=O)OCC)C=CC1F (ethyl 3-bromo-4-fluorobenzoate), CCCC[Sn](CCCC)(CCCC)C=C (Tin vinyltributyl), [F-].[K+] (potassium fluoride). Reagents/catalysts: C1=CC=C(C=C1)P(C2=CC=CC=C2)C3=CC=CC=C3.C1=CC=C(C=C1)P(C2=CC=CC=C2)C3=CC=CC=C3.Cl[Pd]Cl (bis(triphenylphosphine)palladium (II) chloride). Run in petroleum ether, O1CCOCC1 (dioxane). The product is FC1=C(C=C(C(=O)OCC)C=C1)C=C (Ethyl 4-fluoro-3-vinylbenzoate). Yield: 87.0%. RXN SMILES: Br[C:2]1[CH:3]=[C:4]([CH:10]=[CH:11][C:12]=1[F:13])[C:5]([O:7][CH2:8][CH3:9])=[O:6].[CH3:14][CH2:15]CC[Sn](C=C)(CCCC)CCCC.[F-].[K+]>O1CCOCC1.C1C=CC(P(C2C=CC=CC=2)C2C=CC=CC=2)=CC=1.C1C=CC(P(C2C=CC=CC=2)C2C=CC=CC=2)=CC=1.Cl[Pd]Cl>[F:13][C:12]1[CH:11]=[CH:10][C:4]([C:5]([O:7][CH2:8][CH3:9])=[O:6])=[CH:3][C:2]=1[CH:14]=[CH2:15] |f:2.3,5.6.7|. Procedure: A mixture of compound ethyl 3-bromo-4-fluorobenzoate (Preparation 53, 81 g, 328.8 mmol, 1 eq) and bis(triphenylphosphine)palladium (II) chloride (7 g, 9.9 mmol, 0.03 eq) in dioxane (600 mL) was charged with nitrogen. Tin vinyltributyl (115 g, 361.6 mmol, 1.10 eq) was added and the mixture was heated to reflux overnight. The mixture was filtrated and the filtrate was concentrated in vacuum. The residue was dissolved in ether (2 L) and water (1 L). Then potassium fluoride (100 g, 1.7 mol, 5.17 eq)... Reactants: O1NC(NC(C1)=S)=O (6H-1,2,4-oxadiazin-3(2H)-one-5(4H)-thione), N1C(=O)NC(=O)C1 (hydantoin). The solvent is O1CCOCC1 (dioxane). Conditions: time 17 hour. The product is O=C1NOCC(=N1)N1C(NC(C1)=O)=O (1-(3,6-dihydro-3-oxo-2H-1,2,4-oxadiazin-5-yl)-2,4-imidazolidinedione). Yield: 40.4%. As a reaction SMILES: [O:1]1[CH2:6][C:5](=S)[NH:4][C:3](=[O:8])[NH:2]1.[NH:9]1[CH2:15][C:13](=[O:14])[NH:12][C:10]1=[O:11]>O1CCOCC1>[O:8]=[C:3]1[N:4]=[C:5]([N:9]2[CH2:15][C:13](=[O:14])[NH:12][C:10]2=[O:11])[CH2:6][O:1][NH:2]1. Procedure details: To a solution of 1.0 g (0.0075 mole) of 6H-1,2,4-oxadiazin-3(2H)-one-5(4H)-thione in 50 ml of freshly distilled dry dioxane is added 0.77 g (0.0077 mole) of hydantoin. After stirring at room temperature for 17 hours, the solution is filtered, washed with chloroform and dried to give a yield of 0.6 g (41 percent) of 1-(3,6-dihydro-3-oxo-2H-1,2,4-oxadiazin-5-yl)-2,4-imidazolidinedione. Reactants: [Br-], [Br-], CC(CC[P+](c1ccccc1)(c1ccccc1)c1ccccc1)C(C)CC(=O)O, O=C(O)CCC[P+](c1ccccc1)(c1ccccc1)c1ccccc1, CCOC1C=CC(CCCC=O)(OCC)O1, CCOC1C=CC(CC=O)(OCC)O1, CCO. The product is CCOC1C=CC(C=CCCC(C)C(C)CC(=O)O)(OCC)O1. As a reaction SMILES: [Br-:1].[Br-:27].[C:28](=[O:29])([OH:30])[CH2:31][CH:32]([CH:33]([CH2:34][CH2:35][P+:36]([c:37]1[cH:38][cH:39][cH:40][cH:41][cH:42]1)([c:43]1[cH:44][cH:45][cH:46][cH:47][cH:48]1)[c:49]1[cH:50][cH:51][cH:52][cH:53][cH:54]1)[CH3:55])[CH3:56].[C:2]([CH2:3][CH2:4][CH2:5][P+:6]([c:7]1[cH:8][cH:9][cH:10][cH:11][cH:12]1)([c:13]1[cH:14][cH:15][cH:16][cH:17][cH:18]1)[c:19]1[cH:20][cH:21][cH:22][cH:23][cH:24]1)([OH:25])=[O:26].[CH2:57]([CH3:58])[O:59][C:60]1([CH2:68][CH2:69][CH2:70][CH:71]=[O:72])[O:61][CH:62]([O:65][CH2:66][CH3:67])[CH:63]=[CH:64]1.[CH2:73]([O:74][C:75]1([CH2:76][CH:77]=[O:78])[CH:79]=[CH:80][CH:81]([O:82][CH2:83][CH3:84])[O:85]1)[CH3:86].[CH3:87][CH2:88][OH:89]>>[C:28](=[O:29])([OH:30])[CH2:31][CH:32]([CH:33]([CH2:34][CH2:35][CH:69]=[CH:68][C:60]1([O:59][CH2:57][CH3:58])[O:61][CH:62]([O:65][CH2:66][CH3:67])[CH:63]=[CH:64]1)[CH3:55])[CH3:56].